Dataset: the Open Reaction Database (ORD), a public repository of structured organic reaction records. Task: describe an organic reaction: reactants, conditions, products, and yield Starting materials: CCO, CNC(=S)NN, ClCc1ccccc1. Product: CNC(NN)=[SH]Cc1ccccc1, Cl. As a reaction SMILES: [CH3:15][CH2:16][OH:17].[CH3:1][NH:2][C:3]([NH:4][NH2:5])=[S:6].[Cl:7][CH2:8][c:9]1[cH:10][cH:11][cH:12][cH:13][cH:14]1>>[CH3:1][NH:2][C:3]([NH:4][NH2:5])=[SH:6][CH2:8][c:9]1[cH:10][cH:11][cH:12][cH:13][cH:14]1.[ClH:7]. Reactants: C(C)(=O)OC1=CC(=CC2=C1C=C(O2)C)C(=O)OCC (ethyl 4-acetoxy-2-methylbenzofuran-6-carboxylate), C([O-])([O-])=O.[K+].[K+] (potassium carbonate), C([O-])([O-])=O.[K+].[K+] (Potassium carbonate). Solvent: ClCCl (dichloromethane), C(C)O (ethanol). Run at temperature 60 celsius. Product: OC1=CC(=CC2=C1C=C(O2)C)C(=O)OCC (ethyl 4-hydroxy-2-methylbenzofuran-6-carboxylate). Yield: 119.3%. As a reaction SMILES: C([O:4][C:5]1[C:10]2[CH:11]=[C:12]([CH3:14])[O:13][C:9]=2[CH:8]=[C:7]([C:15]([O:17][CH2:18][CH3:19])=[O:16])[CH:6]=1)(=O)C.C(=O)([O-])[O-].[K+].[K+]>C(O)C.ClCCl>[OH:4][C:5]1[C:10]2[CH:11]=[C:12]([CH3:14])[O:13][C:9]=2[CH:8]=[C:7]([C:15]([O:17][CH2:18][CH3:19])=[O:16])[CH:6]=1 |f:1.2.3|. Reported procedure: To a stirred solution of ethyl 4-acetoxy-2-methylbenzofuran-6-carboxylate (I-1b: 549.03 g, 1.37 mol) in ethanol (4.00 L) at room temperature was added potassium carbonate (266 g, 1.92 mol) in one portion. The reaction mixture was then heated at 60° C. for 3 hours. Potassium carbonate (100 g, 0.720 mol) was then added in one portion and the reaction mixture was heated at 60° C. for a further 3 hours. After cooling to room temperature the mixture was diluted with dichloromethane (2 L) and the susp... Reactants: O=C(c1ccccc1)c1c(-c2ccc(O)cc2)oc2ccccc12, ClCC1CO1, [Na+], [OH-]. Yields the product O=C(c1ccccc1)c1c(-c2ccc(OCC3CO3)cc2)oc2ccccc12. As a reaction SMILES: [C:3]([c:4]1[cH:5][cH:6][cH:7][cH:8][cH:9]1)(=[O:10])[c:11]1[c:12](-[c:20]2[cH:21][cH:22][c:23]([OH:26])[cH:24][cH:25]2)[o:13][c:14]2[c:15]1[cH:16][cH:17][cH:18][cH:19]2.[Cl:27][CH2:28][CH:29]1[CH2:30][O:31]1.[Na+:2].[OH-:1]>>[C:3]([c:4]1[cH:5][cH:6][cH:7][cH:8][cH:9]1)(=[O:10])[c:11]1[c:12](-[c:20]2[cH:21][cH:22][c:23]([O:26][CH2:28][CH:29]3[CH2:30][O:31]3)[cH:24][cH:25]2)[o:13][c:14]2[c:15]1[cH:16][cH:17][cH:18][cH:19]2. Reactants: CN(C1CN(CC1)C1=CC=C(C=C1)NC(C1=CC=C(C=C1)O)=O)C (N-[4-(3-dimethylaminopyrrolidin-1-yl)phenyl]-4-hydroxybenzamide), ClC1=NC=C(C=C1)Cl (2,5-dichloropyridine), C([O-])([O-])=O.[K+].[K+] (potassium carbonate). Solvent: CN(C)C=O (DMF). Product: ClC=1C=CC(=NC1)OC1=CC=C(C(=O)NC2=CC=C(C=C2)N2CC(CC2)N(C)C)C=C1 (4-(5-Chloropyridin-2-yloxy)-N-[4-(3-dimethylaminopyrrolidin-1-yl)phenyl]benzamide). RXN SMILES: [CH3:1][N:2]([CH3:24])[CH:3]1[CH2:7][CH2:6][N:5]([C:8]2[CH:13]=[CH:12][C:11]([NH:14][C:15](=[O:23])[C:16]3[CH:21]=[CH:20][C:19]([OH:22])=[CH:18][CH:17]=3)=[CH:10][CH:9]=2)[CH2:4]1.Cl[C:26]1[CH:31]=[CH:30][C:29]([Cl:32])=[CH:28][N:27]=1.C(=O)([O-])[O-].[K+].[K+]>CN(C=O)C>[Cl:32][C:29]1[CH:30]=[CH:31][C:26]([O:22][C:19]2[CH:18]=[CH:17][C:16]([C:15]([NH:14][C:11]3[CH:10]=[CH:9][C:8]([N:5]4[CH2:6][CH2:7][CH:3]([N:2]([CH3:24])[CH3:1])[CH2:4]4)=[CH:13][CH:12]=3)=[O:23])=[CH:21][CH:20]=2)=[N:27][CH:28]=1 |f:2.3.4|. Procedure: A solution of 0.05 g of N-[4-(3-dimethylaminopyrrolidin-1-yl)phenyl]-4-hydroxybenzamide, 0.017 g of 2,5-dichloropyridine and 0.064 g of potassium carbonate in 0.8 ml of DMF was heated at 230° C. in a microwave apparatus for 30 minutes. The solution was filtered and purified by preparative HPLC. This resulted in the product with the molecular weight of 436.17 (C24H25ClN4O2); MS (ESI): 437 (M+H+) as hydrotrifluoroacetate. Procedure details: 4-Tributylstannylpyridine (3.00 g, 8.15 mmol) and 3-chloroperoxybenzoic acid (2.81 g, 16.3 mmol) in CHCl3 (60 ml) was stirred at 0° C. for 24 h. The mixture was washed with saturated aqueous NaHCO3 (2×200 ml). The organic layer was dried (Na2SO4), filtered, and evaporated in vacuo. Purification by chromatography (silica gel, 0–10% MeOH/EtOAc) gave 2.00 g (64%) of the title compound: 1H NMR (360 MHz, CDCl3) δ 0.80–1.60 (27H, m), 7.42 (2H, d, J 5.0), 8.35 (2H, d, J 5.0). Product: C(CCC)[Sn](C1=CC=[N+](C=C1)[O-])(CCCC)CCCC (4-(Tributylstannyl)pyridine 1-oxide). Yield: 63.9%. The solvent is C(Cl)(Cl)Cl (CHCl3). Reaction SMILES: [CH2:1]([Sn:5]([CH2:16][CH2:17][CH2:18][CH3:19])([CH2:12][CH2:13][CH2:14][CH3:15])[C:6]1[CH:11]=[CH:10][N:9]=[CH:8][CH:7]=1)[CH2:2][CH2:3][CH3:4].ClC1C=C(C=CC=1)C(OO)=[O:25]>C(Cl)(Cl)Cl>[CH2:16]([Sn:5]([CH2:1][CH2:2][CH2:3][CH3:4])([CH2:12][CH2:13][CH2:14][CH3:15])[C:6]1[CH:11]=[CH:10][N+:9]([O-:25])=[CH:8][CH:7]=1)[CH2:17][CH2:18][CH3:19]. Starting materials: C(CCC)[Sn](C1=CC=NC=C1)(CCCC)CCCC (4-Tributylstannylpyridine), ClC=1C=C(C(=O)OO)C=CC1 (3-chloroperoxybenzoic acid). The reactants are solution, N (ammonia), ClC=1C=CC2=C(C(=NC(C(N2)=O)C(=O)OC)C2=CC=CC=C2)C1 (7-chloro-3-methoxycarbonyl-5-phenyl-2-oxo-2,3-dihydro-1H-benzo[f]-1,4-diazepine). The solvent is CO (methanol). Product: ClC=1C=CC2=C(C(=NC(C(N2)=O)C(N)=O)C2=CC=CC=C2)C1 (7-Chloro-3-carbamoyl-5-phenyl-2-oxo-2,3-dihydro-1H-benzo[f]-1,4-diazepine). Yield: 74.0%. Reaction SMILES: [Cl:1][C:2]1[CH:3]=[CH:4][C:5]2[NH:11][C:10](=[O:12])[CH:9]([C:13]([O:15]C)=O)[N:8]=[C:7]([C:17]3[CH:22]=[CH:21][CH:20]=[CH:19][CH:18]=3)[C:6]=2[CH:23]=1.[NH3:24]>CO>[Cl:1][C:2]1[CH:3]=[CH:4][C:5]2[NH:11][C:10](=[O:12])[CH:9]([C:13](=[O:15])[NH2:24])[N:8]=[C:7]([C:17]3[CH:18]=[CH:19][CH:20]=[CH:21][CH:22]=3)[C:6]=2[CH:23]=1. Procedure details: 10 g. of 7-chloro-3-methoxycarbonyl-5-phenyl-2-oxo-2,3-dihydro-1H-benzo[f]-1,4-diazepine and 200 ml. of a 13.6% solution of ammonia in methanol are left together overnight at room temperature. The solid rapidly dissolves and after several hours a precipitate gradually forms which increases in quantity with passage of time, until the whole mass has solidified. The solid is filtered by suction and washed with methanol. An additional small quantity of the same product is obtained by concentrating t... Reactants: OCCN[C@H](C1=CC=CC=C1)C ((S)-(-)-N-(2-hydroxyethyl)-α-methylbezylamine). Run in Br (hydrobromic acid). Conditions: temperature 0 celsius, time 30 minute. Yields the product C[C@@H]1NCCC2=CC=CC=C12 ((S)-(-)-1-methyl-1,2,3,4-tetrahydroisoquinoline). Isolated yield 64.8%. Reaction SMILES: O[CH2:2][CH2:3][NH:4][C@@H:5]([CH3:12])[C:6]1[CH:11]=[CH:10][CH:9]=[CH:8][CH:7]=1>Br>[CH3:12][C@H:5]1[C:6]2[C:11](=[CH:10][CH:9]=[CH:8][CH:7]=2)[CH2:2][CH2:3][NH:4]1. Procedure: 22.1 g(133.16 mmole) of (S)-(-)-N-(2-hydroxyethyl)-α-methylbezylamine produced in Example 11(1) above was suspended in 105 ml of 48% aqueous hydrobromic acid solution and the resulting suspension was reacted at 126° C. for 30 minutes under refluxing. Then, the reaction solution was distilled for 2 hours under normal pressure at constant temperature and 95 ml of aqueous hydrobromic acid and water, the reaction by-product, was removed. The residue was dissolved in 112 ml of acetone, and 100 ml of ...